This data is from the Open Reaction Database (ORD), a public repository of structured organic reaction records. The task is: describe an organic reaction: reactants, conditions, products, and yield Starting materials: FC(C(=O)O)(F)F (trifluoroacetic acid), C(C1=CC=CC=C1)(=O)NC1=C(C(=O)OC(C)(C)C)C=CC(=C1)N1CCC(CC1)C1=CC=CC=C1 (tert-butyl 2-(benzamido)-4-(4-phenylpiperidin-1-yl)benzoate). Run at time 3 hour. Yields the product C(C1=CC=CC=C1)(=O)NC1=C(C(=O)O)C=CC(=C1)N1CCC(CC1)C1=CC=CC=C1 (2-(benzamido)-4-(4-phenylpiperidin-1-yl)benzoic acid). Reaction SMILES: FC(F)(F)C(O)=O.[C:8]([NH:16][C:17]1[CH:29]=[C:28]([N:30]2[CH2:35][CH2:34][CH:33]([C:36]3[CH:41]=[CH:40][CH:39]=[CH:38][CH:37]=3)[CH2:32][CH2:31]2)[CH:27]=[CH:26][C:18]=1[C:19]([O:21]C(C)(C)C)=[O:20])(=[O:15])[C:9]1[CH:14]=[CH:13][CH:12]=[CH:11][CH:10]=1>>[C:8]([NH:16][C:17]1[CH:29]=[C:28]([N:30]2[CH2:31][CH2:32][CH:33]([C:36]3[CH:41]=[CH:40][CH:39]=[CH:38][CH:37]=3)[CH2:34][CH2:35]2)[CH:27]=[CH:26][C:18]=1[C:19]([OH:21])=[O:20])(=[O:15])[C:9]1[CH:10]=[CH:11][CH:12]=[CH:13][CH:14]=1. Procedure details: 5.0 mL of trifluoroacetic acid was added to the obtained tert-butyl 2-(benzamido)-4-(4-phenylpiperidin-1-yl)benzoate and stirred at room temperature for 3 hours, the solvent was evaporated under reduced pressure, ethyl acetate and water were added and pH was adjusted to pH 6.5 with a saturated sodium hydrogen carbonate aqueous solution. The organic layer was separated and dried over anhydrous magnesium sulfate after washed with water and a saturated sodium chloride aqueous solution sequentially,... The reactants are C(CC)N([C@H]1CC2=CC(=CC=C2CC1)Br)CCC ((R)-2-(dipropylamino)-7-bromo-1,2,3,4-tetrahydronaphthalene), C(C)(C)(C)[Li] (t-Butyllithium), C[Si](C)(C)N=C=O (Trimethylsilylisocyanate). Solvent: O1CCCC1 (tetrahydrofuran). Conditions: time 8 minute. Product: C(CC)N([C@@H]1CCC=2C=CC(=CC2C1)C(=O)N)CCC ((R)-7-(Dipropylamino)-5,6,7,8-tetrahydro-2-naphthalenecarboxamide). Yield: 132.4%. As a reaction SMILES: [CH2:1]([N:4]([CH2:16][CH2:17][CH3:18])[C@@H:5]1[CH2:14][CH2:13][C:12]2[C:7](=[CH:8][C:9](Br)=[CH:10][CH:11]=2)[CH2:6]1)[CH2:2][CH3:3].C([Li])(C)(C)C.C[Si]([N:28]=[C:29]=[O:30])(C)C>O1CCCC1>[CH2:1]([N:4]([CH2:16][CH2:17][CH3:18])[C@H:5]1[CH2:6][C:7]2[CH:8]=[C:9]([C:29]([NH2:28])=[O:30])[CH:10]=[CH:11][C:12]=2[CH2:13][CH2:14]1)[CH2:2][CH3:3]. Reported procedure: A solution of (R)-2-(dipropylamino)-7-bromo-1,2,3,4-tetrahydronaphthalene (7) (13.02 g) in dry tetrahydrofuran was cooled to -78° C. t-Butyllithium (1.7 M in pentane, 50.6 ml) was added via syringe over a period of 6 minutes, and the mixture was stirred for an additional 8 minutes. Trimethylsilylisocyanate (13.4 ml, 85% pure, 84.1 mmol) was added in one dose, and the mixture stirred at -78° C. for 10 minutes and at room temperature for 1.5 hours. The reaction mixture was quenched with 10% hydroc... Reactants: B(Br)(Br)Br (Boron tribromide), COC=1C=C(C=CC1)SCC1=C(C(=O)OCC(C)C)C(=CC=C1)C (Isobutyl 2-[3-(methoxy)-phenylsulfanylmethyl]-6-methyl-benzoate). Solvent: ClCCl (dichloromethane). Conditions: time 3 hour. The product is OC=1C=C(C=CC1)SCC1=C(C(=O)OCC(C)C)C(=CC=C1)C (Isobutyl 2-[3-(hydroxy)-phenylsulfanylmethyl]-6-methyl-benzoate). As a reaction SMILES: B(Br)(Br)Br.C[O:6][C:7]1[CH:8]=[C:9]([S:13][CH2:14][C:15]2[CH:27]=[CH:26][CH:25]=[C:24]([CH3:28])[C:16]=2[C:17]([O:19][CH2:20][CH:21]([CH3:23])[CH3:22])=[O:18])[CH:10]=[CH:11][CH:12]=1>ClCCl>[OH:6][C:7]1[CH:8]=[C:9]([S:13][CH2:14][C:15]2[CH:27]=[CH:26][CH:25]=[C:24]([CH3:28])[C:16]=2[C:17]([O:19][CH2:20][CH:21]([CH3:23])[CH3:22])=[O:18])[CH:10]=[CH:11][CH:12]=1. Reported procedure: Boron tribromide (1.3 mL, 1.0 M in dichloromethane, 1.3 mmol) is added to a solution of isobutyl 2-[3-(methoxy)-phenylsulfanylmethyl]-6-methyl-benzoate (194 mg, 0.56 mmol, example 82) in dichloromethane (3 mL) at 0° C. and then the reaction is stirred at room temperature 3 h. The reaction is then partitioned between sodium bicarbonate solution and ethyl acetate. The organic phase is dried over magnesium sulfate, concentrated and purified by column chromatography (silica, 15% ethyl acetate in hex...